This data is from the Open Reaction Database (ORD), a public repository of structured organic reaction records. The task is: describe an organic reaction: reactants, conditions, products, and yield The reactants are NC1=C(C=CC(N1C1=C(C=C(OCCCOS(=O)(=O)C)C=C1F)F)=O)C(C1=C(C=C(C=C1)F)F)=O (Methanesulfonic acid 3-{4-[6-amino-5-(2,4-difluorobenzoyl)-2-oxo-2H-pyridin-1-yl]-3,5-difluorophenoxy}propyl ester), C1(CCCC1)OC([C@H](N)CC(C)C)=O (D-Leucine cyclopentyl ester). Product: NC1=C(C=CC(N1C1=C(C=C(OCCCN[C@H](CC(C)C)C(=O)OC2CCCC2)C=C1F)F)=O)C(C1=C(C=C(C=C1)F)F)=O (Cyclopentyl N-(3-{4-[6-amino-5-(2,4-difluorobenzoyl)-2-oxopyridin-1(2H)-yl]-3,5-difluorophenoxy}propyl)-D-leucinate). RXN SMILES: [NH2:1][C:2]1[N:7]([C:8]2[C:22]([F:23])=[CH:21][C:11]([O:12][CH2:13][CH2:14][CH2:15]OS(C)(=O)=O)=[CH:10][C:9]=2[F:24])[C:6](=[O:25])[CH:5]=[CH:4][C:3]=1[C:26](=[O:35])[C:27]1[CH:32]=[CH:31][C:30]([F:33])=[CH:29][C:28]=1[F:34].[CH:36]1([O:41][C:42](=[O:49])[C@@H:43]([CH2:45][CH:46]([CH3:48])[CH3:47])[NH2:44])[CH2:40][CH2:39][CH2:38][CH2:37]1>>[NH2:1][C:2]1[N:7]([C:8]2[C:22]([F:23])=[CH:21][C:11]([O:12][CH2:13][CH2:14][CH2:15][NH:44][C@@H:43]([C:42]([O:41][CH:36]3[CH2:37][CH2:38][CH2:39][CH2:40]3)=[O:49])[CH2:45][CH:46]([CH3:47])[CH3:48])=[CH:10][C:9]=2[F:24])[C:6](=[O:25])[CH:5]=[CH:4][C:3]=1[C:26](=[O:35])[C:27]1[CH:32]=[CH:31][C:30]([F:33])=[CH:29][C:28]=1[F:34]. Reported procedure: From Intermediate 4F and D-Leucine cyclopentyl ester, LCMS purity 95%, m/z 618 [M+H]+, 1H NMR (300 MHz, DMSO), δ: 10.10 (1H, brs), 9.40-9.10 (2H, m), 8.15 (1H, br s), 7.62-7.52 (1H, m), 7.47-7.31 (2H, m), 7.28-7.12 (1H, m), 7.07 (2H, d, J=10.5 Hz), 5.73 (1H, d, J=9.6 Hz), 5.30-5.20 (1H, m), 4.25-4.00 (3H, m), 3.30-3.00 (2H, m), 2.20-2.00 (2H, m), 1.95-1.80 (2H, m), 1.75-1.55 (10H, m), 1.00-0.90 (6H, m). The reactants are NC=1C=CC=C2C(=CC=NC12)C1=CC=C(C=C1)Br (8-amino-4-(4-bromophenyl)quinoline), [As](O)(O)(O)=O (arsenic acid), P(O)(O)(O)=O (orthophosphoric acid), BrC1=CC=C(C=C1)C(CCCl)=O (1-(4-bromophenyl)-3-chloropropan-1-one), [OH-].[K+] (KOH). Run at time 1.5 hour. Yields the product BrC1=CC=C(C=C1)C1=CC=NC2=C3N=CC=C(C3=CC=C12)C1=CC=C(C=C1)Br (4,7-bis(4-bromophenyl)-1,10-phenanthroline). As a reaction SMILES: [NH2:1][C:2]1[CH:3]=[CH:4][CH:5]=[C:6]2[C:11]=1[N:10]=[CH:9][CH:8]=[C:7]2[C:12]1[CH:17]=[CH:16][C:15]([Br:18])=[CH:14][CH:13]=1.[As](=O)(O)(O)O.P(=O)(O)(O)O.[Br:29][C:30]1[CH:35]=[CH:34][C:33]([C:36](=O)[CH2:37][CH2:38]Cl)=[CH:32][CH:31]=1.[OH-].[K+]>>[Br:18][C:15]1[CH:16]=[CH:17][C:12]([C:7]2[C:6]3[C:11](=[C:2]4[C:3](=[CH:4][CH:5]=3)[C:36]([C:33]3[CH:34]=[CH:35][C:30]([Br:29])=[CH:31][CH:32]=3)=[CH:37][CH:38]=[N:1]4)[N:10]=[CH:9][CH:8]=2)=[CH:13][CH:14]=1 |f:4.5|. Reported procedure: To a stirred solution of 8-amino-4-(4-bromophenyl)quinoline (2.0 g), arsenic acid (2.3 g) and orthophosphoric acid (6 mL) was added 1-(4-bromophenyl)-3-chloropropan-1-one (2.1 g). Care was taken during the addition that the temperature did not to exceed 120° C. The temperature was then ramped to 140° C. and kept there for 1.5 h. The reaction mixture was cooled to room temperature, poured onto ice and then made alkaline with 30% KOH. The precipitated solid was filtered off, washed with water and ... The reactants are COC(\C=C\C=1C=C2C(CC3(CCN(CCC3)C(C)=O)OC2=CC1)=O)=O ((±)-(E)-3-[1′-Acetyl-4-oxo-spiro(chromane-2,4′-azepane)-6-yl]-acrylic acid methyl ester), Cl (HCl). Solvent: CC(=O)O (AcOH). Product: C(C)(=O)N1CCC2(CCC1)OC1=CC=C(C=C1C(C2)=O)/C=C/C(=O)O ((E)-3-[1′-acetyl-4-oxo-spiro(chromane-2,4′-azepane)-6-yl]-acrylic acid). The yield is 98.8%. RXN SMILES: C[O:2][C:3](=[O:26])/[CH:4]=[CH:5]/[C:6]1[CH:7]=[C:8]2[C:22](=[CH:23][CH:24]=1)[O:21][C:11]1([CH2:17][CH2:16][CH2:15][N:14]([C:18](=[O:20])[CH3:19])[CH2:13][CH2:12]1)[CH2:10][C:9]2=[O:25].Cl>CC(O)=O>[C:18]([N:14]1[CH2:15][CH2:16][CH2:17][C:11]2([CH2:10][C:9](=[O:25])[C:8]3[C:22](=[CH:23][CH:24]=[C:6](/[CH:5]=[CH:4]/[C:3]([OH:26])=[O:2])[CH:7]=3)[O:21]2)[CH2:12][CH2:13]1)(=[O:20])[CH3:19]. Reported procedure: (±)-(E)-3-[1′-Acetyl-4-oxo-spiro(chromane-2,4′-azepane)-6-yl]-acrylic acid methyl ester (500 mg, 1.40 mmol) was hydrolyzed with HCl and AcOH following the procedure described in Example 22, Step A, giving (E)-3-[1′-acetyl-4-oxo-spiro(chromane-2,4′-azepane)-6-yl]-acrylic acid as a white solid (475 mg, 98.9%). The acid was treated with NH2OTHP according to the procedure described in Example 22, Step C, giving (E)-3-[1-acetyl-4-oxo-spiro(chromane-2,4′-azepane)-6-yl]-N-(tetrahydro-pyran-2-yloxy)-acr... The reactants are C(C=C)N1N=C2C(=CC=CC2=C1C1=CC=C(C=C1)OC)C(F)(F)F (2-allyl-3-(4-methoxyphenyl)-7-trifluoromethyl-2H-indazole), B(Br)(Br)Br (boron tribromide), C1=CCCCC1 (cyclohexene). The product is C(C=C)N1N=C2C(=CC=CC2=C1C1=CC=C(C=C1)O)C(F)(F)F (4-[2-allyl-7-(trifluoromethyl)-2H-indazol-3-yl]phenol). The yield is 110.0%. Reaction SMILES: [CH2:1]([N:4]1[C:12]([C:13]2[CH:18]=[CH:17][C:16]([O:19]C)=[CH:15][CH:14]=2)=[C:11]2[C:6]([C:7]([C:21]([F:24])([F:23])[F:22])=[CH:8][CH:9]=[CH:10]2)=[N:5]1)[CH:2]=[CH2:3].B(Br)(Br)Br.C1CCCCC=1>>[CH2:1]([N:4]1[C:12]([C:13]2[CH:18]=[CH:17][C:16]([OH:19])=[CH:15][CH:14]=2)=[C:11]2[C:6]([C:7]([C:21]([F:24])([F:23])[F:22])=[CH:8][CH:9]=[CH:10]2)=[N:5]1)[CH:2]=[CH2:3]. Reported procedure: Prepared according to Method D step C from 2-allyl-3-(4-methoxyphenyl)-7-trifluoromethyl-2H-indazole (0.007 g, 0.02 mmol), boron tribromide (0.10 mL, 1.05 mmol) and 0.3 mL of cyclohexene to give the product (0.007 g). The reactants are BrC=1SC(=NN1)Br (2,5-dibromo-1,3,4-thiadiazole), C1(=CC=CC=C1)O (phenol), C([O-])([O-])=O.[Cs+].[Cs+] (cesium carbonate). The solvent is C(Cl)(Cl)Cl (chloroform), O1CCCC1 (tetrahydrofuran). Yields the product BrC=1SC(=NN1)OC1=CC=CC=C1 (2-Bromo-5-phenoxy-1,3,4-thiadiazole). Reaction SMILES: [Br:1][C:2]1[S:3][C:4](Br)=[N:5][N:6]=1.[C:8]1([OH:14])[CH:13]=[CH:12][CH:11]=[CH:10][CH:9]=1.C(=O)([O-])[O-].[Cs+].[Cs+]>O1CCCC1.C(Cl)(Cl)Cl>[Br:1][C:2]1[S:3][C:4]([O:14][C:8]2[CH:13]=[CH:12][CH:11]=[CH:10][CH:9]=2)=[N:5][N:6]=1 |f:2.3.4|. Procedure: A solution of 2,5-dibromo-1,3,4-thiadiazole (1.00 g, 4.10 mmol; prepared as described in Yasuda, T.; Imase, T.; Sasaki, S.; Yamamoto, T. Macromolecules 2005, 38, 1500) and phenol (188 mg, 2.00 mmol; Aldrich) in anhydrous tetrahydrofuran (4 mL) was treated with cesium carbonate (2.0 g, 6.0 mmol) and heated to reflux for 5 hours. The mixture was cooled to room temperature, diluted with chloroform, filtered through Celite, and the residue was purified by flash chromatography (Analogix 40×120 mm 80 ...